From a dataset of the Open Reaction Database (ORD), a public repository of structured organic reaction records. describe an organic reaction: reactants, conditions, products, and yield The reactants are [Br-], [Mg+]CCc1ccccc1, CCOC(=O)c1cc2c([nH]1)C(=O)CC2. The product is CCOC(=O)c1cc2c([nH]1)C(CCc1ccccc1)CC2. As a reaction SMILES: [Br-:15].[CH2:16]([CH2:17][c:18]1[cH:19][cH:20][cH:21][cH:22][cH:23]1)[Mg+:24].[O:1]=[C:2]1[CH2:3][CH2:4][c:5]2[c:6]1[nH:7][c:8]([C:10](=[O:11])[O:12][CH2:13][CH3:14])[cH:9]2>>[CH:2]1([CH2:16][CH2:17][c:18]2[cH:19][cH:20][cH:21][cH:22][cH:23]2)[CH2:3][CH2:4][c:5]2[c:6]1[nH:7][c:8]([C:10](=[O:11])[O:12][CH2:13][CH3:14])[cH:9]2. Starting materials: CCCCc1nc(C(O)C(C(=O)NC(Cc2c[nH]c3ccccc23)C(=O)OC)c2ccc3c(c2)OCO3)cn1C(=O)OC(C)(C)C, CO, CCOC(C)=O, Cl, [Na+], [OH-]. Yields the product CCCCc1nc(C(O)C(C(=O)NC(Cc2c[nH]c3ccccc23)C(=O)O)c2ccc3c(c2)OCO3)cn1C(=O)OC(C)(C)C. Reaction SMILES: [CH3:1][O:2][C:3]([CH:4]([NH:5][C:6]([CH:7]([CH:8]([c:9]1[n:10][c:11]([CH2:21][CH2:22][CH2:23][CH3:24])[n:12]([C:14](=[O:15])[O:16][C:17]([CH3:18])([CH3:19])[CH3:20])[cH:13]1)[OH:25])[c:26]1[cH:27][c:28]2[c:29]([cH:30][cH:31]1)[O:32][CH2:33][O:34]2)=[O:35])[CH2:36][c:37]1[cH:38][nH:39][c:40]2[cH:41][cH:42][cH:43][cH:44][c:45]12)=[O:46].[CH3:50][OH:51].[CH3:52][CH2:53][O:54][C:55](=[O:56])[CH3:57].[ClH:47].[Na+:49].[OH-:48]>>[O:2]=[C:3]([CH:4]([NH:5][C:6]([CH:7]([CH:8]([c:9]1[n:10][c:11]([CH2:21][CH2:22][CH2:23][CH3:24])[n:12]([C:14](=[O:15])[O:16][C:17]([CH3:18])([CH3:19])[CH3:20])[cH:13]1)[OH:25])[c:26]1[cH:27][c:28]2[c:29]([cH:30][cH:31]1)[O:32][CH2:33][O:34]2)=[O:35])[CH2:36][c:37]1[cH:38][nH:39][c:40]2[cH:41][cH:42][cH:43][cH:44][c:45]12)[OH:46]. Reactants: CC=1OC=CC1 (2-methylfuran), BrCCCCBr (1,4-dibromobutane), C(CCC)[Li] (n-butyllithium). The product is BrCCCCC1=CC=C(O1)C (5-(4-bromobutyl)-2-methylfuran). As a reaction SMILES: [CH3:1][C:2]1[O:3][CH:4]=[CH:5][CH:6]=1.[Br:7][CH2:8][CH2:9][CH2:10][CH2:11]Br.C([Li])CCC>>[Br:7][CH2:8][CH2:9][CH2:10][CH2:11][C:4]1[O:3][C:2]([CH3:1])=[CH:6][CH:5]=1. Procedure: 2-methylfuran 26 is alkylated with 1,4-dibromobutane in the presence of a strong base, for example, n-butyllithium under anhydrous conditions, to produce 5-(4-bromobutyl)-2-methylfuran 27. The latter is then treated with ethylene or propylene glycol in the presence of an acid catalyst to afford the diketal bromide 28 (n=2 or 3). The bromide 28 is converted with a source of iodine ion, for example, sodium iodide, to the corresponding diketal iodide 29, which in turn is caused to react with triphe... Reported procedure: 0.649 g of 4-(diphenylmethoxy)-1-piperidinepropanamine and 0.53 g of N-(3,6-dichloroimidazo[1,2-b]pyridazine-2-carbonyl)glycine ethyl ester were dissolved in 7 ml of 1-methyl-2-pyrrolidone; 0.345 ml of N-ethyldiisopropylamine was added, followed by stirring in an oil bath (90-100° C.) for 24 hours. After cooling, ice water was added, followed by extraction with ethyl acetate; the extract was washed with saline and dried with magnesium sulfate. The dry product was concentrated under reduced press... The solvent is CN1C(CCC1)=O (1-methyl-2-pyrrolidone). As a reaction SMILES: [C:1]1([CH:7]([C:19]2[CH:24]=[CH:23][CH:22]=[CH:21][CH:20]=2)[O:8][CH:9]2[CH2:14][CH2:13][N:12]([CH2:15][CH2:16][CH2:17][NH2:18])[CH2:11][CH2:10]2)[CH:6]=[CH:5][CH:4]=[CH:3][CH:2]=1.[CH2:25]([O:27][C:28](=[O:44])[CH2:29][NH:30][C:31]([C:33]1[N:34]=[C:35]2[CH:40]=[CH:39][C:38](Cl)=[N:37][N:36]2[C:42]=1[Cl:43])=[O:32])[CH3:26].C(N(C(C)C)C(C)C)C>CN1CCCC1=O>[CH2:25]([O:27][C:28](=[O:44])[CH2:29][NH:30][C:31]([C:33]1[N:34]=[C:35]2[CH:40]=[CH:39][C:38]([NH:18][CH2:17][CH2:16][CH2:15][N:12]3[CH2:13][CH2:14][CH:9]([O:8][CH:7]([C:1]4[CH:2]=[CH:3][CH:4]=[CH:5][CH:6]=4)[C:19]4[CH:24]=[CH:23][CH:22]=[CH:21][CH:20]=4)[CH2:10][CH2:11]3)=[N:37][N:36]2[C:42]=1[Cl:43])=[O:32])[CH3:26]. Yield: 70.3%. Starting materials: ice water, C1(=CC=CC=C1)C(OC1CCN(CC1)CCCN)C1=CC=CC=C1 (4-(diphenylmethoxy)-1-piperidinepropanamine), C(C)OC(CNC(=O)C=1N=C2N(N=C(C=C2)Cl)C1Cl)=O (N-(3,6-dichloroimidazo[1,2-b]pyridazine-2-carbonyl)glycine ethyl ester), C(C)N(C(C)C)C(C)C (N-ethyldiisopropylamine). Product: C(C)OC(CNC(=O)C=1N=C2N(N=C(C=C2)NCCCN2CCC(CC2)OC(C2=CC=CC=C2)C2=CC=CC=C2)C1Cl)=O (N-[3-chloro-6-[3-[4-(diphenylmethoxy)piperidino]propylamino]imidazo[1,2-b]pyridazine-2-carbonyl]glycine ethyl ester). Reaction conditions: temperature 95 celsius, time 24 hour. Reactants: [H-].[Na+] (NaH), O=C1NCCC1 (2-oxopyrrolidine), BrC=1OC(=C(N1)C(F)(F)F)C(=O)OCC (ethyl 2-bromo-4-trifluoromethyloxazole-5-carboxylate). Solvent: CN(C)C=O (DMF). Reaction conditions: temperature -78 celsius, time 15 minute. Yields the product O=C1N(CCC1)C=1OC(=C(N1)C(F)(F)F)C(=O)OCC (ethyl 2-(2-oxopyrrolidin-1-yl)-4-(trifluoromethyl)oxazole-5-carboxylate). Yield: 34.0%. RXN SMILES: [H-].[Na+].[O:3]=[C:4]1[CH2:8][CH2:7][CH2:6][NH:5]1.Br[C:10]1[O:11][C:12]([C:19]([O:21][CH2:22][CH3:23])=[O:20])=[C:13]([C:15]([F:18])([F:17])[F:16])[N:14]=1>CN(C=O)C>[O:3]=[C:4]1[CH2:8][CH2:7][CH2:6][N:5]1[C:10]1[O:11][C:12]([C:19]([O:21][CH2:22][CH3:23])=[O:20])=[C:13]([C:15]([F:17])([F:16])[F:18])[N:14]=1 |f:0.1|. Procedure: NaH (0.060 mg, 1.5 mmol) (60%) was added to a solution of 2-oxopyrrolidine (0.13 g, 1.5 mmol) in DMF (5.0 mL) at −78° C. followed by stirring for 15 mins at −78° C. Then ethyl 2-bromo-4-trifluoromethyloxazole-5-carboxylate A-2 (0.29 g, 1.0 mmol) was added. The reaction mixture was stirred for 3 h while the temperature was slowly warmed to RT. The reaction mixture was purified by chromatography on a Prep Gilson HPLC to yield ethyl 2-(2-oxopyrrolidin-1-yl)-4-(trifluoromethyl)oxazole-5-carboxylate ...